Dataset: the Open Reaction Database (ORD), a public repository of structured organic reaction records. Task: describe an organic reaction: reactants, conditions, products, and yield Starting materials: 256, C(CCC)OC1=C(C=C(C=C1)[N+](=O)[O-])C (butyl (5-nitro-o-tolyl)ether), C(C1=CC=CC=C1)(=O)OOC(C1=CC=CC=C1)=O (benzoyl peroxide), C(Cl)(Cl)(Cl)Cl (carbon tetrachloride), 213.6, BrN1C(CCC1=O)=O (N-bromosuccinimide), C(C1=CC=CC=C1)(=O)OOC(C1=CC=CC=C1)=O (benzoyl peroxide). The solvent is O (water). Reaction conditions: time 8 hour. Product: 189.7, C(CCC)OC=1C(=CC(=CC1)[N+](=O)[O-])CBr ((α-bromo-5-nitro-o-tolyl) butyl ether). Reaction SMILES: [CH2:1]([O:5][C:6]1[CH:11]=[CH:10][C:9]([N+:12]([O-:14])=[O:13])=[CH:8][C:7]=1[CH3:15])[CH2:2][CH2:3][CH3:4].C(OOC(=O)C1C=CC=CC=1)(=O)C1C=CC=CC=1.C(Cl)(Cl)(Cl)Cl.[Br:39]N1C(=O)CCC1=O>O>[CH2:1]([O:5][C:6]1[C:7]([CH2:15][Br:39])=[CH:8][C:9]([N+:12]([O-:14])=[O:13])=[CH:10][CH:11]=1)[CH2:2][CH2:3][CH3:4]. Procedure details: To a stirred and gently refluxing mixture of 256 parts of butyl (5-nitro-o-tolyl)ether, 1 part of benzoyl peroxide and 4800 parts of anhydrous carbon tetrachloride is added, over a one-day period, a mixture of 213.6 parts of N-bromosuccinimide and 1 part of benzoyl peroxide. Upon completion, stirring at gentle reflux is continued overnight. The reaction mixture is cooled and water is added. The organic layer is separated, washed with water, dried, filtered and evaporated. The oily residue is cry...